describe an organic reaction: reactants, conditions, products, and yield From a dataset of the Open Reaction Database (ORD), a public repository of structured organic reaction records. Reactants: CS(=O)(=O)N (methanesulfonamide), [OH-].[Na+] (sodium hydroxide), Cl (hydrochloric acid), ClC[C@H]1OC1 ((S)-2-chloromethyloxirane). Run in O (water). Run at time 2 hour. The product is O1[C@H](C1)CCS(=O)(=O)N ((S)-oxiranylmethyl methanesulfonamide). The yield is 15.7%. As a reaction SMILES: [CH3:1][S:2]([NH2:5])(=[O:4])=[O:3].[OH-].[Na+].Cl[CH2:9][C@@H:10]1[CH2:12][O:11]1.Cl>O>[O:11]1[CH2:12][C@@H:10]1[CH2:9][CH2:1][S:2]([NH2:5])(=[O:4])=[O:3] |f:1.2|. Procedure: To a cold solution of methanesulfonamide (10 g, 0.105 mol) in water (100 mL) in an ice bath was added sodium hydroxide as pellets (8.4 g, 0.21 mol) and then (S)-2-chloromethyloxirane (12.4 g, 0.158 mol). The mixture was stirred at the same temperature for 2 h, and at room temperature for 12 h and then concentrated hydrochloric acid (18 mL) was added. The product was isolated by extracting the aqueous layer with dichloromethane (2×300 mL). The organic layer was dried over MgSO4 and then evaporate... Starting materials: N1N=CC2=CC=C(C=C12)C(=CC(=O)NC)C1=CC=CC=C1 (3-(1H-indazol-6-yl)-N-methyl-3-phenyl-acrylamide), N1C=CC2=CC=CC(=C12)C(CC(=O)NC)C1=CC=CC=C1 (3-(1H-Indol-7-yl)-N-methyl-3-phenyl-propionamide). The product is N1N=CC2=CC=C(C=C12)C(CC(=O)NC)C1=CC=CC=C1 (3-(1H-Indazol-6-yl)-N-methyl-3-phenyl-propionamide). RXN SMILES: [NH:1]1[C:9]2[C:4](=[CH:5][CH:6]=[C:7]([C:10]([C:16]3[CH:21]=[CH:20][CH:19]=[CH:18][CH:17]=3)=[CH:11][C:12]([NH:14][CH3:15])=[O:13])[CH:8]=2)[CH:3]=[N:2]1.N1C2C(=CC=CC=2C(C2C=CC=CC=2)CC(NC)=O)C=C1>>[NH:1]1[C:9]2[C:4](=[CH:5][CH:6]=[C:7]([CH:10]([C:16]3[CH:17]=[CH:18][CH:19]=[CH:20][CH:21]=3)[CH2:11][C:12]([NH:14][CH3:15])=[O:13])[CH:8]=2)[CH:3]=[N:2]1. Procedure: 3-(1H-Indazol-6-yl)-N-methyl-3-phenyl-propionamide CCXXIX was prepared from 3-(1H-indazol-6-yl)-N-methyl-3-phenyl-acrylamide using the procedure described for preparation of 3-(1H-Indol-7-yl)-N-methyl-3-phenyl-propionamide XIX (Example 4). A portion of the 3-(1H-Indazol-6-yl)-N-methyl-3-phenyl-propionamide CCXXIX was used without further purification in the next step, while a portion was purified via chiral preparative HPLC. The two enantiomers CCXXIX-A and CCXXIX-B were separated by multiple in... The reactants are C(CCCCCCC)P(OCC1=CC=CC=C1)=O (Octylphosphinic acid, phenylmethyl ester), Cl.N[C@@H](CC1=CC=CC=C1)C(=O)N[C@@H](CC(C)C)C(=O)OCC1=CC=CC=C1 (L-phenylalanyl-L-leucine, phenylmethyl ester, hydrochloride salt). The product is C(CCCCCCC)P(=O)(N[C@@H](CC1=CC=CC=C1)C(=O)N[C@@H](CC(C)C)C(=O)OCC1=CC=CC=C1)OCC1=CC=CC=C1 (N-[N-[octyl(phenylmethoxy)phosphinyl]-L-phenylalanyl]-L-leucine, phenylmethyl ester). Reaction SMILES: [CH2:1]([PH:9](=[O:18])[O:10][CH2:11][C:12]1[CH:17]=[CH:16][CH:15]=[CH:14][CH:13]=1)[CH2:2][CH2:3][CH2:4][CH2:5][CH2:6][CH2:7][CH3:8].Cl.[NH2:20][C@H:21]([C:29]([NH:31][C@H:32]([C:37]([O:39][CH2:40][C:41]1[CH:46]=[CH:45][CH:44]=[CH:43][CH:42]=1)=[O:38])[CH2:33][CH:34]([CH3:36])[CH3:35])=[O:30])[CH2:22][C:23]1[CH:28]=[CH:27][CH:26]=[CH:25][CH:24]=1>>[CH2:1]([P:9]([O:10][CH2:11][C:12]1[CH:13]=[CH:14][CH:15]=[CH:16][CH:17]=1)([NH:20][C@H:21]([C:29]([NH:31][C@H:32]([C:37]([O:39][CH2:40][C:41]1[CH:42]=[CH:43][CH:44]=[CH:45][CH:46]=1)=[O:38])[CH2:33][CH:34]([CH3:36])[CH3:35])=[O:30])[CH2:22][C:23]1[CH:24]=[CH:25][CH:26]=[CH:27][CH:28]=1)=[O:18])[CH2:2][CH2:3][CH2:4][CH2:5][CH2:6][CH2:7][CH3:8] |f:1.2|. Procedure details: Octylphosphinic acid, phenylmethyl ester is reacted with L-phenylalanyl-L-leucine, phenylmethyl ester, hydrochloride salt according to the procedure of Example 1(c) to yield N-[N-[octyl(phenylmethoxy)phosphinyl]-L-phenylalanyl]-L-leucine, phenylmethyl ester. The reactants are CC(C)(C)C(=O)OC(=O)C(C)(C)C, CC(=O)[O-], CC(=O)[O-], [H][H], COc1ccc(C=CC(=O)O)cc1O, [Pd+2], Cc1ccc(P(c2ccc(C)cc2)c2ccc(C)cc2)cc1. Yields the product COc1ccc(C=CC=O)cc1O. Reaction SMILES: [C:37]([O:38][C:39](=[O:40])[C:41]([CH3:42])([CH3:43])[CH3:44])(=[O:45])[C:46]([CH3:47])([CH3:48])[CH3:49].[C:52]([O-:53])(=[O:54])[CH3:55].[C:57]([O-:58])(=[O:59])[CH3:60].[H:50][H:51].[OH:23][c:24]1[cH:25][c:26]([CH:27]=[CH:28][C:29](=[O:30])[OH:31])[cH:32][cH:33][c:34]1[O:35][CH3:36].[Pd+2:56].[c:1]1([CH3:2])[cH:3][cH:4][c:5]([P:6]([c:7]2[cH:8][cH:9][c:10]([CH3:11])[cH:12][cH:13]2)[c:14]2[cH:15][cH:16][c:17]([CH3:18])[cH:19][cH:20]2)[cH:21][cH:22]1>>[OH:23][c:24]1[cH:25][c:26]([CH:27]=[CH:28][CH:29]=[O:30])[cH:32][cH:33][c:34]1[O:35][CH3:36]. The reactants are C[O-].[Na+] (Sodium methoxide), CN(C1=CC=CC=C1)C (dimethylaniline), CCC(C)(OO)OOC(C)(CC)OO (methyl ethyl ketone peroxide), C(C=C)(=O)OCCOCCOC(C=C)=O (diethylene glycol diacrylate), [O-2].[Al+3].[O-2].[O-2].[Al+3] (aluminum oxide), C1(O)=CC=C(O)C=C1 (hydroquinone), C(C)(C)(C1=CC=CC=C1)OOC(C)(C)C1=CC=CC=C1 (dicumylperoxide). Solvent: C1(=CC=CC=C1)C (toluene), hexanes, ClCCl (dichloromethane). The product is C(C)(C)(C)OOC(C1=CC=CC=C1)=O (tert-butylperoxybenzoate). RXN SMILES: C[O-].[Na+].[O-2].[Al+3].[O-2].[O-2].[Al+3].C1(C=CC(O)=CC=1)[OH:10].CCC(OOC(OO)(CC)C)(OO)C.CN(C)C1C=CC=CC=1.[C:40]([O:49][O:50][C:51]([C:54]1[CH:59]=[CH:58][CH:57]=[CH:56][CH:55]=1)(C)C)([C:43]1C=CC=CC=1)([CH3:42])[CH3:41].C(OCCOCCOC(=O)C=C)(=O)C=C>ClCCl.C1(C)C=CC=CC=1>[C:40]([O:49][O:50][C:51](=[O:10])[C:54]1[CH:59]=[CH:58][CH:57]=[CH:56][CH:55]=1)([CH3:43])([CH3:42])[CH3:41] |f:0.1,2.3.4.5.6|. Procedure: Sodium methoxide (NaOCH3), toluene (anhydrous), dichloromethane, hexanes, activated neutral aluminum oxide (60 to 50 mesh), hydroquinone, methyl ethyl ketone peroxide, dimethylaniline, dicumylperoxide, diethylene glycol diacrylate, and tert-butylperoxybenzoate were obtained from commercial sources and used as received.